This data is from the Open Reaction Database (ORD), a public repository of structured organic reaction records. The task is: describe an organic reaction: reactants, conditions, products, and yield Starting materials: [BH4-].[Na+] (Sodium borohydride), N[C@@H](C)C(=O)N1[C@H](C(=O)N2[C@H](C(=O)O)CCC2)CCC1 (L-alanyl-L-prolyl-L-proline), C(C1=CC=CC=C1)=O (benzaldehyde), zeolite, 3A. The solvent is C(C)O (ethanol), C(C)O (ethanol). Conditions: time 8 hour. The product is C(C1=CC=CC=C1)N[C@@H](C)C(=O)N1[C@H](C(=O)N2[C@H](C(=O)O)CCC2)CCC1 (N-benzyl-L-alanyl-L-prolyl-L-proline). The yield is 12.4%. As a reaction SMILES: [NH2:1][C@H:2]([C:4]([N:6]1[CH2:20][CH2:19][CH2:18][C@H:7]1[C:8]([N:10]1[CH2:17][CH2:16][CH2:15][C@H:11]1[C:12]([OH:14])=[O:13])=[O:9])=[O:5])[CH3:3].[CH:21](=O)[C:22]1[CH:27]=[CH:26][CH:25]=[CH:24][CH:23]=1.[BH4-].[Na+]>C(O)C>[CH2:21]([NH:1][C@H:2]([C:4]([N:6]1[CH2:20][CH2:19][CH2:18][C@H:7]1[C:8]([N:10]1[CH2:17][CH2:16][CH2:15][C@H:11]1[C:12]([OH:14])=[O:13])=[O:9])=[O:5])[CH3:3])[C:22]1[CH:27]=[CH:26][CH:25]=[CH:24][CH:23]=1 |f:2.3|. Procedure details: A mixture of L-alanyl-L-prolyl-L-proline (12.83 g, 9.99 m mole), benzaldehyde (5.50 g, 51.8 m mole), zeolite "3A" (20 g), and ethanol (60 ml), was stirred overnight at room temperature. Sodium borohydride (1.609 g, 42.3 m mole) - ethanol (70 ml) suspending solution was added dropwise thereto, and after that, the mixture was stirred for 10 hours. The zeolite was removed by filtration and the filtrate was concentrated under reduced pressure. To the solution, ether was added to effect crystallizati... RXN SMILES: [Br:1][c:2]1[cH:3][c:4]2[c:5]([n:6][c:7]([S:10][CH3:11])[n:8][cH:9]2)[n:12]([CH2:15][CH3:16])[c:13]1=[O:14].[Cl:28][CH2:29][Cl:30].[OH:17][O:18][C:19]([c:20]1[cH:21][c:22]([Cl:23])[cH:24][cH:25][cH:26]1)=[O:27]>>[Br:1][c:2]1[cH:3][c:4]2[c:5]([n:6][c:7]([S:10]([CH3:11])=[O:17])[n:8][cH:9]2)[n:12]([CH2:15][CH3:16])[c:13]1=[O:14]. The reactants are CCn1c(=O)c(Br)cc2cnc(SC)nc21, ClCCl, O=C(OO)c1cccc(Cl)c1. Product: CCn1c(=O)c(Br)cc2cnc(S(C)=O)nc21. Starting materials: C(C)(C)(C)OC(=O)N[C@@H]1C=C[C@@](C1)(C(=O)O)[C@@H]1COCC1 ((1R,4S)-4-[(tert-Butoxycarbonyl)amino]-1-[(3R)-tetrahydrofuran-3-yl]cyclopent-2-ene-1-carboxylic acid), [H][H] (hydrogen). The reagents and catalysts are [Pt](=O)=O (platinum dioxide). Solvent: C(C)O (ethanol). The product is C(C)(C)(C)OC(=O)N[C@H]1C[C@](CC1)(C(=O)O)[C@@H]1COCC1 ((1S,3R)-3-[(tert-Butoxycarbonyl)amino]-1-[(3R)-tetrahydrofuran-3-yl]cyclopentanecarboxylic Acid). The yield is 0.1%. As a reaction SMILES: [C:1]([O:5][C:6]([NH:8][C@H:9]1[CH2:13][C@@:12]([C@H:17]2[CH2:21][CH2:20][O:19][CH2:18]2)([C:14]([OH:16])=[O:15])[CH:11]=[CH:10]1)=[O:7])([CH3:4])([CH3:3])[CH3:2].[H][H]>C(O)C.[Pt](=O)=O>[C:1]([O:5][C:6]([NH:8][C@@H:9]1[CH2:10][CH2:11][C@:12]([C@H:17]2[CH2:21][CH2:20][O:19][CH2:18]2)([C:14]([OH:16])=[O:15])[CH2:13]1)=[O:7])([CH3:4])([CH3:2])[CH3:3]. Procedure details: (1R,4S)-4-[(tert-Butoxycarbonyl)amino]-1-[(3R)-tetrahydrofuran-3-yl]cyclopent-2-ene-1-carboxylic acid (0.79 g, 2.6 mol) was dissolved in ethanol (20.0 mL), degassed-purged with N2, followed by the addition of platinum dioxide (0.150 g, 0.528 mol). The reaction mixture was placed on a Parr apparatus and hydrogenated under hydrogen at 55 psi for 18 h. The mixture was filtered through celite pad, washed with MeOH, concentrated to provide the desired product (730 mg, 91.8%). MS calculated for C15H26... Starting materials: CI (methyl iodide), C(C(C)C)OC=1C(=NSN1)C=1C=NC=CC1 (3-(4-isobutoxy-1,2,5-thiadiazol-3-yl)pyridine). Solvent: CC(=O)C (acetone). Conditions: time 18 hour. Yields the product [I-].C(C(C)C)OC=1C(=NSN1)C=1CN(C=CC1)C (3-(4-isobutoxy-1,2,5-thiadiazol-3-yl)-1-methylpyridine iodide). Reaction SMILES: [CH3:1][I:2].[CH2:3]([O:7][C:8]1[C:9]([C:13]2[CH:14]=[N:15][CH:16]=[CH:17][CH:18]=2)=[N:10][S:11][N:12]=1)[CH:4]([CH3:6])[CH3:5]>CC(C)=O>[I-:2].[CH2:3]([O:7][C:8]1[C:9]([C:13]2[CH2:14][N:15]([CH3:1])[CH:16]=[CH:17][CH:18]=2)=[N:10][S:11][N:12]=1)[CH:4]([CH3:6])[CH3:5] |f:3.4|. Procedure details: A mixture of methyl iodide (0.6 ml, 10 mmol) and 3-(4-isobutoxy-1,2,5-thiadiazol-3-yl)pyridine (588 mg, 2.5 mmol) in acetone (5 ml) was stirred at room temperature for 18 h. The title compound precipitated from the solution and was collected by filtration to yield 0.88 g (87%). The reactants are C(C=C)OC1=CN(C2=CC(=CC=C2C1=O)F)C (3-allyloxy-7-fluoro-1-methyl-4quinolone), CN(C=O)C (dimethylformamide), [C-]#N.[K+] (potassium cyanide), C1COCCOCCOCCOCCOCCO1 (18-crown-6 ether). Solvent: O (water). Reaction conditions: time 2 day. Yields the product C(C=C)OC1=CN(C2=CC(=CC=C2C1=O)C#N)C (3-allyloxy-7-cyano 1-methyl-4-quinolone). RXN SMILES: [CH2:1]([O:4][C:5]1[C:14](=[O:15])[C:13]2[C:8](=[CH:9][C:10](F)=[CH:11][CH:12]=2)[N:7]([CH3:17])[CH:6]=1)[CH:2]=[CH2:3].[C-]#N.[K+].C1OCCOCCOCCOCCOCCOC1.[CH3:39][N:40](C)C=O>O>[CH2:1]([O:4][C:5]1[C:14](=[O:15])[C:13]2[C:8](=[CH:9][C:10]([C:39]#[N:40])=[CH:11][CH:12]=2)[N:7]([CH3:17])[CH:6]=1)[CH:2]=[CH2:3] |f:1.2|. Procedure: A mixture of 3-allyloxy-7-fluoro-1-methyl-4quinolone, obtained as described in Example 8a, (2.3 g), potassium cyanide (1.0 g), 18-crown-6 ether (5.0 g) and dimethylformamide (200 ml) was stirred at 95° for 2 days. After cooling to ambient temperature, the mixture was poured into water (600 ml) and extracted with dichloromethane (3×150 ml). The combined extracts were washed with water (2×200 ml), dried over magnesium sulphate and the solvent was removed by distillation. The residue was triturated...